This data is from the Open Reaction Database (ORD), a public repository of structured organic reaction records. The task is: describe an organic reaction: reactants, conditions, products, and yield Starting materials: ClC1=NC=CC(=C1)C(=O)NC1=C(C=CC(=C1)NC(=O)C1=CC(=NC=C1)N1CCOCC1)C (2-chloro-N-[2-methyl-5-(2-morpholinopyrid-4-ylcarbonylamino)phenyl]pyridine-4-carboxamide), CN(CCNC)C (N-(2-dimethylaminoethyl)-N-methylamine). The product is CN(CCN(C)C1=NC=CC(=C1)C(=O)NC1=C(C=CC(=C1)NC(=O)C1=CC(=NC=C1)N1CCOCC1)C)C (2-[N-(2-dimethylaminoethyl)-N-methylamino]-N-[2-methyl-5-(2-morpholinopyrid-4-ylcarbonylamino)phenyl]pyridine-4-carboxamide). The yield is 44.0%. As a reaction SMILES: Cl[C:2]1[CH:7]=[C:6]([C:8]([NH:10][C:11]2[CH:16]=[C:15]([NH:17][C:18]([C:20]3[CH:25]=[CH:24][N:23]=[C:22]([N:26]4[CH2:31][CH2:30][O:29][CH2:28][CH2:27]4)[CH:21]=3)=[O:19])[CH:14]=[CH:13][C:12]=2[CH3:32])=[O:9])[CH:5]=[CH:4][N:3]=1.[CH3:33][N:34]([CH3:39])[CH2:35][CH2:36][NH:37][CH3:38]>>[CH3:33][N:34]([CH3:39])[CH2:35][CH2:36][N:37]([C:2]1[CH:7]=[C:6]([C:8]([NH:10][C:11]2[CH:16]=[C:15]([NH:17][C:18]([C:20]3[CH:25]=[CH:24][N:23]=[C:22]([N:26]4[CH2:27][CH2:28][O:29][CH2:30][CH2:31]4)[CH:21]=3)=[O:19])[CH:14]=[CH:13][C:12]=2[CH3:32])=[O:9])[CH:5]=[CH:4][N:3]=1)[CH3:38]. Procedure: Using an analogous procedure to that described in Example 21, 2-chloro-N-[2-methyl-5-(2-morpholinopyrid-4-ylcarbonylamino)phenyl]pyridine-4-carboxamide was reacted with N-(2-dimethylaminoethyl)-N-methylamine to give the title compound in 44% yield; NMR Spectrum: (DMSOd6) 2.17 (s, 6H), 2.19 (s, 3H), 2.4 (t, 2H), 3.05 (s, 3H), 3.5-3.54 (m, 4H) 3.65-3.72 (m, 6H), 6.75 (s, 1H), 6.94 (d, 1H), 7.02 (s, 1H), 7.1 (d, 1H), 7.24 (d, 2H), 7.58 (d, 1H), 7.78 (s, 1H), 8.19 (d, 1H), 8.26 (d, 1H), 9.96 (s, 1H)... Solvent: CC#N (CH3CN). Product: [NH4+].[OH-] (NH4OH), C1(=CC=CC=C1)C(C(=O)N[C@H](CCCN)C(=O)N[C@H](C)C1=CC=CC2=CC=CC=C12)C1=CC=CC=C1 ((R)-N2 -(Diphenylacetyl)-(R)-N-[1-(1-naphthyl)ethyl]ornithine amide). The yield is 127.9%. Procedure: Prepared according to the method described in Example 6(d) above from (R)-N5 -(Cbz)-N2 -(diphenylacetyl)-(R)-N-[1-(1-naphthyl)ethyl]ornithine amide (1.0 g; 1.63 mmol; from step (c) above), trimethylsilyliodide (0.36 g, 1.79 mmol) and CH3CN (60 mL) at 0° C., 3.5 hours reaction time. The resultant heterogeneous solution was submitted to aqueous work up and chromatographed on silica eluting with CH2Cl2 :MeOH:conc. NH4OH (88.5:10:1.5) to afford the sub-title compound as a solid (0.5 g). Reactants: C(=O)(OCC1=CC=CC=C1)NCCC[C@@H](NC(C(C1=CC=CC=C1)C1=CC=CC=C1)=O)C(=O)N[C@H](C)C1=CC=CC2=CC=CC=C12 ((R)-N5 -(Cbz)-N2 -(diphenylacetyl)-(R)-N-[1-(1-naphthyl)ethyl]ornithine amide), C[Si](C)(C)I (trimethylsilyliodide). Reaction SMILES: C([NH:11][CH2:12][CH2:13][CH2:14][C@H:15]([C:32]([NH:34][C@@H:35]([C:37]1[C:46]2[C:41](=[CH:42][CH:43]=[CH:44][CH:45]=2)[CH:40]=[CH:39][CH:38]=1)[CH3:36])=[O:33])[NH:16][C:17](=[O:31])[CH:18]([C:25]1[CH:30]=[CH:29][CH:28]=[CH:27][CH:26]=1)[C:19]1[CH:24]=[CH:23][CH:22]=[CH:21][CH:20]=1)(OCC1C=CC=CC=1)=[O:2].C[Si](I)(C)C>CC#N>[NH4+:11].[OH-:2].[C:25]1([CH:18]([C:19]2[CH:24]=[CH:23][CH:22]=[CH:21][CH:20]=2)[C:17]([NH:16][C@@H:15]([C:32]([NH:34][C@@H:35]([C:37]2[C:46]3[C:41](=[CH:42][CH:43]=[CH:44][CH:45]=3)[CH:40]=[CH:39][CH:38]=2)[CH3:36])=[O:33])[CH2:14][CH2:13][CH2:12][NH2:11])=[O:31])[CH:26]=[CH:27][CH:28]=[CH:29][CH:30]=1 |f:3.4|. Reactants: [Mg+]Cc1ccccc1, C1CCOC1, CN1CCCC1=O, [Cl-], COc1ccc2c(Cl)nc(Nc3cc(C)[nH]n3)cc2c1. Yields the product COc1ccc2c(Cc3ccccc3)nc(Nc3cc(C)[nH]n3)cc2c1. RXN SMILES: [CH2:22]([c:23]1[cH:24][cH:25][cH:26][cH:27][cH:28]1)[Mg+:29].[CH2:30]1[O:31][CH2:32][CH2:33][CH2:34]1.[CH3:35][N:36]1[CH2:37][CH2:38][CH2:39][C:40]1=[O:41].[Cl-:21].[Cl:1][c:2]1[n:3][c:4]([NH:14][c:15]2[n:16][nH:17][c:18]([CH3:20])[cH:19]2)[cH:5][c:6]2[cH:7][c:8]([O:12][CH3:13])[cH:9][cH:10][c:11]12>>[c:2]1([CH2:22][c:23]2[cH:24][cH:25][cH:26][cH:27][cH:28]2)[n:3][c:4]([NH:14][c:15]2[n:16][nH:17][c:18]([CH3:20])[cH:19]2)[cH:5][c:6]2[cH:7][c:8]([O:12][CH3:13])[cH:9][cH:10][c:11]12. Reactants: COC1=CC(=CC=C1)OC (1,3-dimethoxybenzene), C(CCC)[Li] (n-butyllithium), O (water), ClN1C(CCC1=O)=O (N-chlorosuccinimide). Solvent: COCCOC (1,2-dimethoxyethane). Run at time 40 minute. Yields the product ClC1=C(C=CC=C1OC)OC (2-chloro-1,3-dimethoxybenzene). As a reaction SMILES: [CH3:1][O:2][C:3]1[CH:8]=[CH:7][CH:6]=[C:5]([O:9][CH3:10])[CH:4]=1.C([Li])CCC.[Cl:16]N1C(=O)CCC1=O.O>COCCOC>[Cl:16][C:4]1[C:3]([O:2][CH3:1])=[CH:8][CH:7]=[CH:6][C:5]=1[O:9][CH3:10]. Procedure details: To a solution of 1,3-dimethoxybenzene (13.8 g) in 1,2-dimethoxyethane (100 ml) is added 2.6M n-butyllithium (40 ml). After 40 minutes, N-chlorosuccinimide (13.5 g) is added and the reaction temperature is maintained below 55° C. by means of an ice-bath. After an additional 45 minutes, the reaction mixture is poured into water and extracted with ether. Evaporation of the organic extract affords an oil which is choromatographed on silica gel (125 g), eluting with 20% ether-hexane. Evaporation of t... Starting materials: [N+](=O)([O-])C=1C=CC(=C(C(=O)C2=CC=CC=C2)C1)N1C=NC=C1 (5-nitro-2-(imidazol-1-yl)benzophenone), C=O (paraformaldehyde). The solvent is C=1(C(=CC=CC1)C)C (xylene). Product: [N+](=O)([O-])C=1C=CC(=C(C(=O)C2=CC=CC=C2)C1)N1C(=NC=C1)CO (5-nitro-2-[2-(hydroxymethyl)imidazol-1-yl]benzophenone). RXN SMILES: [N+:1]([C:4]1[CH:5]=[CH:6][C:7]([N:18]2[CH:22]=[CH:21][N:20]=[CH:19]2)=[C:8]([CH:17]=1)[C:9]([C:11]1[CH:16]=[CH:15][CH:14]=[CH:13][CH:12]=1)=[O:10])([O-:3])=[O:2].[CH2:23]=[O:24]>C1(C)C(C)=CC=CC=1>[N+:1]([C:4]1[CH:5]=[CH:6][C:7]([N:18]2[CH:22]=[CH:21][N:20]=[C:19]2[CH2:23][OH:24])=[C:8]([CH:17]=1)[C:9]([C:11]1[CH:12]=[CH:13][CH:14]=[CH:15][CH:16]=1)=[O:10])([O-:3])=[O:2]. Procedure details: In the manner given in Example 1, 5-nitro-2-(imidazol-1-yl)benzophenone is heated in a bomb with paraformaldehyde in xylene to 140° C. to give 5-nitro-2-[2-(hydroxymethyl)imidazol-1-yl]benzophenone. Starting materials: FC(F)(F)c1nnc2ccc(N3CC4CNCC4C3)nn12, O=Cc1cccc(C(F)(F)F)c1. Product: FC(F)(F)c1cccc(CN2CC3CN(c4ccc5nnc(C(F)(F)F)n5n4)CC3C2)c1. As a reaction SMILES: [CH2:1]1[N:2]([c:9]2[cH:10][cH:11][c:12]3[n:13]([n:14]2)[c:15]([C:18]([F:19])([F:20])[F:21])[n:16][n:17]3)[CH2:3][CH:4]2[CH:5]1[CH2:6][NH:7][CH2:8]2.[F:22][C:23]([c:24]1[cH:25][c:26]([CH:27]=[O:28])[cH:29][cH:30][cH:31]1)([F:32])[F:33]>>[CH2:1]1[N:2]([c:9]2[cH:10][cH:11][c:12]3[n:13]([n:14]2)[c:15]([C:18]([F:19])([F:20])[F:21])[n:16][n:17]3)[CH2:3][CH:4]2[CH:5]1[CH2:6][N:7]([CH2:27][c:26]1[cH:25][c:24]([C:23]([F:22])([F:32])[F:33])[cH:31][cH:30][cH:29]1)[CH2:8]2.